Dataset: the Open Reaction Database (ORD), a public repository of structured organic reaction records. Task: describe an organic reaction: reactants, conditions, products, and yield Reactants: C(N)(=N)C1=CC=C(C=C1)CC(=O)O (4-amidinophenylacetic acid), S(=O)(Cl)Cl (thionyl chloride). Reagents/catalysts: CN(C=O)C (dimethylformamide). Solvent: C1=CC=CC=C1 (benzene). The product is Cl.C(N)(=N)C1=CC=C(C=C1)CC(=O)Cl (4-amidino-phenylacetyl chloride-hydrochloride). Yield: 98.6%. RXN SMILES: [C:1]([C:4]1[CH:9]=[CH:8][C:7]([CH2:10][C:11]([OH:13])=O)=[CH:6][CH:5]=1)(=[NH:3])[NH2:2].S(Cl)([Cl:16])=O>C1C=CC=CC=1.CN(C)C=O>[ClH:16].[C:1]([C:4]1[CH:9]=[CH:8][C:7]([CH2:10][C:11]([Cl:16])=[O:13])=[CH:6][CH:5]=1)(=[NH:3])[NH2:2] |f:4.5|. Procedure: 5.35 g of 4-amidinophenylacetic acid (M.p. 295° to 297° C, decomposition) were suspended in 45 ml of anhydrous benzene. Two drops of dimethylformamide and 17.9 g of thionyl chloride were added and the whole was heated for 11/2 hours under reflux. After cooling, the solid product was filtered off with suction, washed with anhydrous benzene and dried under reduced pressure. 6.9 g of 4-amidino-phenylacetyl chloride-hydrochloride melting at 174° to 177° C (decomposition) were obtained. The reactants are Cc1ccc(Br)nc1, CCOC(C)=O, CC(C)(C)[O-], Cc1ccccc1, CCOC(=O)N1CCC(N)CC1, [Na+], O=C(C=Cc1ccccc1)C=Cc1ccccc1, O=C(C=Cc1ccccc1)C=Cc1ccccc1, O=C(C=Cc1ccccc1)C=Cc1ccccc1, [Pd], [Pd], c1ccc(P(CCCP(c2ccccc2)c2ccccc2)c2ccccc2)cc1. RXN SMILES: [Br:1][c:2]1[n:3][cH:4][c:5]([CH3:8])[cH:6][cH:7]1.[CH3:119][CH2:120][O:121][C:122](=[O:123])[CH3:124].[CH3:38][C:39]([CH3:40])([O-:41])[CH3:42].[CH3:56][c:57]1[cH:58][cH:59][cH:60][cH:61][cH:62]1.[NH2:44][CH:45]1[CH2:46][CH2:47][N:48]([C:51](=[O:52])[O:53][CH2:54][CH3:55])[CH2:49][CH2:50]1.[Na+:43].[O:101]=[C:102]([CH:103]=[CH:104][c:105]1[cH:106][cH:107][cH:108][cH:109][cH:110]1)[CH:111]=[CH:112][c:113]1[cH:114][cH:115][cH:116][cH:117][cH:118]1.[O:65]=[C:66]([CH:67]=[CH:68][c:69]1[cH:70][cH:71][cH:72][cH:73][cH:74]1)[CH:75]=[CH:76][c:77]1[cH:78][cH:79][cH:80][cH:81][cH:82]1.[O:83]=[C:84]([CH:85]=[CH:86][c:87]1[cH:88][cH:89][cH:90][cH:91][cH:92]1)[CH:93]=[CH:94][c:95]1[cH:96][cH:97][cH:98][cH:99][cH:100]1.[Pd:63].[Pd:64].[c:9]1([P:10]([c:11]2[cH:12][cH:13][cH:14][cH:15][cH:16]2)[CH2:17][CH2:18][CH2:19][P:20]([c:21]2[cH:22][cH:23][cH:24][cH:25][cH:26]2)[c:27]2[cH:28][cH:29][cH:30][cH:31][cH:32]2)[cH:33][cH:34][cH:35][cH:36][cH:37]1>>[c:2]1([CH:45]2[CH2:46][CH2:47][N:48]([C:51](=[O:52])[O:53][CH2:54][CH3:55])[CH2:49][CH2:50]2)[n:3][cH:4][c:5]([CH3:8])[cH:6][cH:7]1. Yields the product CCOC(=O)N1CCC(c2ccc(C)cn2)CC1. Reactants: C(C)B(C=1C=NC=CC1)CC (diethyl(3-pyridyl)borane), C(C)(=O)O[C@H]1C[C@@H]2CC[C@H]3[C@@H]4CCC([C@@]4(C)CC[C@@H]3[C@]2(CC1)C)=O (3α-acetoxy-5α-androstan-17-one), C([O-])([O-])=O.[Na+].[Na+] (sodium carbonate), FC(S(=O)(=O)OC=1[C@]2(C)[C@@H](CC1)[C@@H]1CC[C@H]3C[C@@H](CC[C@]3(C)[C@H]1CC2)OC(C)=O)(F)F (3α-acetoxy-5α-androst-16-en-17-yl trifluoromethanesulphonate). The reagents and catalysts are Cl[Pd]([P](C1=CC=CC=C1)(C2=CC=CC=C2)C3=CC=CC=C3)([P](C4=CC=CC=C4)(C5=CC=CC=C5)C6=CC=CC=C6)Cl (bis(triphenylphosphine)palladium(II) chloride). Solvent: C1CCOC1 (THF). Product: C(C)(=O)O[C@H]1C[C@@H]2CC[C@H]3[C@@H]4CC=C([C@@]4(C)CC[C@@H]3[C@]2(CC1)C)C=1C=NC=CC1 (3α-Acetoxy-17-(3-pyridyl)-5α-androst-16-ene). The yield is 82.1%. Reaction SMILES: C(B(CC)[C:4]1[CH:5]=[N:6][CH:7]=[CH:8][CH:9]=1)C.FC(F)(F)S(O[C:18]1[C@:19]2([CH2:36][CH2:35][C@H:34]3[C@@H:24]([CH2:25][CH2:26][C@@H:27]4[C@:32]3([CH3:33])[CH2:31][CH2:30][C@@H:29]([O:37][C:38](=[O:40])[CH3:39])[CH2:28]4)[C@@H:21]2[CH2:22][CH:23]=1)[CH3:20])(=O)=O.C(O[C@@H]1CC[C@@]2(C)[C@@H](CC[C@@H]3[C@@H]2CC[C@@]2(C)[C@H]3CCC2=O)C1)(=O)C.C(=O)([O-])[O-].[Na+].[Na+]>Cl[Pd](Cl)([P](C1C=CC=CC=1)(C1C=CC=CC=1)C1C=CC=CC=1)[P](C1C=CC=CC=1)(C1C=CC=CC=1)C1C=CC=CC=1.C1COCC1>[C:38]([O:37][C@@H:29]1[CH2:30][CH2:31][C@@:32]2([CH3:33])[C@@H:27]([CH2:26][CH2:25][C@@H:24]3[C@@H:34]2[CH2:35][CH2:36][C@@:19]2([CH3:20])[C@H:21]3[CH2:22][CH:23]=[C:18]2[C:4]2[CH:5]=[N:6][CH:7]=[CH:8][CH:9]=2)[CH2:28]1)(=[O:40])[CH3:39] |f:3.4.5,^1:75,94|. Reported procedure: The method followed that described in Example 1, using in step (b) diethyl(3-pyridyl)borane (1.41 g, 9.6 mmol), 3α-acetoxy-5α-androst-16-en-17-yl trifluoromethanesulphonate (3.44 g, 7.4 mmol), prepared from the 3α-acetoxy-5α-androstan-17-one by the method of step (a), THF (40 ml), bis(triphenylphosphine)palladium(II) chloride (52 mg, 0.07 mmol), and aqueous sodium carbonate (2M, 15 mmol). Chromatography, on elution with light petroleum-diethyl ether (2:1), afforded the title compound (2.39 g, 82... The reactants are C(C)(C)(C)OC(NC1=C(C=C(C(=C1)Cl)C(F)(F)F)[N+](=O)[O-])=O ((5-chloro-2-nitro-4-trifluoromethyl-phenyl)-carbamic acid tert-butyl ester), N1CCOCC1 (morpholine). Solvent: CS(=O)C (DMSO). Yields the product C(C)(C)(C)OC(NC1=C(C=C(C(=C1)N1CCOCC1)C(F)(F)F)[N+](=O)[O-])=O ((5-Morpholin-4-yl-2-nitro-4-trifluoromethyl-phenyl)-carbamic acid tert-butyl ester), solid. Yield: 94.0%. Reaction SMILES: [C:1]([O:5][C:6](=[O:22])[NH:7][C:8]1[CH:13]=[C:12](Cl)[C:11]([C:15]([F:18])([F:17])[F:16])=[CH:10][C:9]=1[N+:19]([O-:21])=[O:20])([CH3:4])([CH3:3])[CH3:2].[NH:23]1[CH2:28][CH2:27][O:26][CH2:25][CH2:24]1>CS(C)=O>[C:1]([O:5][C:6](=[O:22])[NH:7][C:8]1[CH:13]=[C:12]([N:23]2[CH2:28][CH2:27][O:26][CH2:25][CH2:24]2)[C:11]([C:15]([F:18])([F:17])[F:16])=[CH:10][C:9]=1[N+:19]([O-:21])=[O:20])([CH3:4])([CH3:3])[CH3:2]. Reported procedure: The title compound was prepared from (5-chloro-2-nitro-4-trifluoromethyl-phenyl)-carbamic acid tert-butyl ester (Example A1) (1.62 g, 5 mmol), morpholine (2.18 mL, 25 mmol) in DMSO (10 mL) at RT according to the general procedure C. Obtained as a yellow solid (1.83 g, 94%). The reactants are N/C=1/C\C(=C/C2=C(\N1)C=C(C=C2)Br)\C(=O)N(CCC)CCC ((1E,4E)-2-amino-8-bromo-N,N-dipropyl-3H-benzo[b]azepine-4-carboxamide), COC(=O)C1=CC=C(C=C1)B(O)O (4-(methoxycarbonyl)phenylboronic acid), C([O-])([O-])=O.[K+].[K+] (potassium carbonate), COC(=O)C1=CC=C(C=C1)B(O)O (4-(methoxycarbonyl)phenylboronic acid), CCOC(=O)C (EtOAc). Reagents/catalysts: C=1C=CC(=CC1)[P](C=2C=CC=CC2)(C=3C=CC=CC3)[Pd]([P](C=4C=CC=CC4)(C=5C=CC=CC5)C=6C=CC=CC6)([P](C=7C=CC=CC7)(C=8C=CC=CC8)C=9C=CC=CC9)[P](C=1C=CC=CC1)(C=1C=CC=CC1)C=1C=CC=CC1 (tetrakis(triphenylphosphine)palladium(0)). The solvent is C(C)#N (acetonitrile). Reaction conditions: temperature 100 celsius. Product: N/C=1/C\C(=C/C2=C(\N1)C=C(C=C2)C2=CC=C(C=C2)CCC(=O)OCC)\C(N(CCC)CCC)=O (Ethyl 3-(4-((1E,4E)-2-amino-4-(dipropylcarbamoyl)-3H-benzo[b]azepin-8-yl)phenyl)propanoate). RXN SMILES: CO[C:3]([C:5]1[CH:10]=[CH:9][C:8](B(O)O)=[CH:7][CH:6]=1)=O.[NH2:14][C:15]1[CH2:16][C:17]([C:27]([N:29]([CH2:33][CH2:34][CH3:35])[CH2:30][CH2:31][CH3:32])=[O:28])=[CH:18][C:19]2[CH:25]=[CH:24][C:23](Br)=[CH:22][C:20]=2[N:21]=1.C(=O)([O-])[O-].[K+].[K+].[CH3:42][CH2:43][O:44][C:45]([CH3:47])=[O:46]>C(#N)C.C1C=CC([P]([Pd]([P](C2C=CC=CC=2)(C2C=CC=CC=2)C2C=CC=CC=2)([P](C2C=CC=CC=2)(C2C=CC=CC=2)C2C=CC=CC=2)[P](C2C=CC=CC=2)(C2C=CC=CC=2)C2C=CC=CC=2)(C2C=CC=CC=2)C2C=CC=CC=2)=CC=1>[NH2:14][C:15]1[CH2:16][C:17]([C:27](=[O:28])[N:29]([CH2:33][CH2:34][CH3:35])[CH2:30][CH2:31][CH3:32])=[CH:18][C:19]2[CH:25]=[CH:24][C:23]([C:8]3[CH:7]=[CH:6][C:5]([CH2:3][CH2:47][C:45]([O:44][CH2:43][CH3:42])=[O:46])=[CH:10][CH:9]=3)=[CH:22][C:20]=2[N:21]=1 |f:2.3.4,^1:54,56,75,94|. Reported procedure: (27%) was prepared as follows, substituting ethyl 3-(4-(4,4,5,5-tetramethyl-1,3,2-dioxaborolan-2-yl)phenyl)propanoate for 4-(methoxycarbonyl)phenylboronic acid. (1E,4E)-2-amino-8-bromo-N,N-dipropyl-3H-benzo[b]azepine-4-carboxamide (75.0 mgs, 0.206 mmol), 4-(methoxycarbonyl)phenylboronic acid (55.6 mgs, 0.309 mmol, tetrakis(triphenylphosphine)palladium(0) (23.8 mgs, 0.021 mmol), 2M aqueous potassium carbonate (0.309 ml, 0.618 mmol) were combined in 2 mls of acetonitrile in a microwave reaction vi... Reactants: NC(C(=O)OC)C1=CC=C(C=C1)O (methyl α-amino-α-(4-hydroxyphenyl)acetate), COCCl (chloromethyl methyl ether), [H-].[Na+] (sodium hydride), [H][H] (hydrogen). Solvent: O (water), CN(C=O)C (dimethylformamide). Run at temperature 60 celsius. Yields the product NC(C(=O)OC)C1=CC=C(C=C1)OCOC (methyl α-amino-α-(4-methoxymethoxyphenyl)acetate). Reaction SMILES: [NH2:1][CH:2]([C:7]1[CH:12]=[CH:11][C:10]([OH:13])=[CH:9][CH:8]=1)[C:3]([O:5][CH3:6])=[O:4].[H-].[Na+].[H][H].[CH3:18][O:19][CH2:20]Cl>O.CN(C)C=O>[NH2:1][CH:2]([C:7]1[CH:8]=[CH:9][C:10]([O:13][CH2:18][O:19][CH3:20])=[CH:11][CH:12]=1)[C:3]([O:5][CH3:6])=[O:4] |f:1.2|. Reported procedure: In this preparation 1.81 g. of methyl α-amino-α-(4-hydroxyphenyl)acetate is dissolved in 10 ml. of dimethylformamide under nitrogen and 0.24 g. of sodium hydride is then added. The solution is stirred at room temperature under nitrogen until hydrogen evolution ceases and then 0.80 g. of chloromethyl methyl ether is added. The resulting mixture is warmed at 60° C for 1 hour and then cooled and diluted with water. The aqueous mixture is extracted with ether and the ether extract is dried and evapo... Starting materials: C(C)(=O)NC1=C(C=C(C=C1)OCC1=CC=CC=C1)[N+](=O)[O-] (1-acetamido-4-benzyloxy-2-nitrobenzene), [OH-].[Na+] (sodium hydroxide). The solvent is O (water), CO (methanol). The product is NC1=C(C=C(C=C1)OCC1=CC=CC=C1)[N+](=O)[O-] (1-amino-4-benzyloxy-2-nitrobenzene). As a reaction SMILES: C([NH:4][C:5]1[CH:10]=[CH:9][C:8]([O:11][CH2:12][C:13]2[CH:18]=[CH:17][CH:16]=[CH:15][CH:14]=2)=[CH:7][C:6]=1[N+:19]([O-:21])=[O:20])(=O)C.[OH-].[Na+]>CO.O>[NH2:4][C:5]1[CH:10]=[CH:9][C:8]([O:11][CH2:12][C:13]2[CH:18]=[CH:17][CH:16]=[CH:15][CH:14]=2)=[CH:7][C:6]=1[N+:19]([O-:21])=[O:20] |f:1.2|. Procedure: The 1-acetamido-4-benzyloxy-2-nitrobenzene so produced is treated with sodium hydroxide in methanol, warmed briefly on a steam bath for about 15 minutes until the reaction is complete, diluted with water and extracted with dichloromethane to give 1-amino-4-benzyloxy-2-nitrobenzene. Starting materials: C(C)(C)(C)OC(=O)N1CCC(CC1)CCC(=O)N (3-(1-(t-butoxycarbonyl)piperidin-4-yl)propionamide), CN1CCOCC1 (4-methylmorpholine), ClC(=O)OCC(C)C (isobutyl chloroformate), CONC (O,N-dimethylhydroxylamine), Cl (HCl). Solvent: C(Cl)Cl (CH2Cl2). Run at time 15 minute. The product is CON(C(CCC1CCN(CC1)C(=O)OC(C)(C)C)=O)C (N-Methoxy-N-methyl-3-(1-(t-butoxycarbonyl)piperidin-4-yl)propionamide). The yield is 91.0%. Reaction SMILES: [C:1]([O:5][C:6]([N:8]1[CH2:13][CH2:12][CH:11]([CH2:14][CH2:15][C:16]([NH2:18])=[O:17])[CH2:10][CH2:9]1)=[O:7])([CH3:4])([CH3:3])[CH3:2].CN1CC[O:23][CH2:22]C1.Cl[C:27](OCC(C)C)=O.CONC.Cl>C(Cl)Cl>[CH3:22][O:23][N:18]([CH3:27])[C:16](=[O:17])[CH2:15][CH2:14][CH:11]1[CH2:12][CH2:13][N:8]([C:6]([O:5][C:1]([CH3:4])([CH3:2])[CH3:3])=[O:7])[CH2:9][CH2:10]1. Procedure details: A mixture of 1.29 g (5.0 mmol) of 3-(1-(t-butoxycarbonyl)piperidin-4-yl)propionamide (from EXAMPLE 98, Step B) and 1.65 mL (15.0 mmol) of 4-methylmorpholine in 25 mL of CH2Cl2 at 0° C. was treated with 0.70 mL of isobutyl chloroformate. The resulting mixture was stirred cold for 15 min, then treated with 0.78 g (8.0 mmol) of O,N-dimethylhydroxylamine×HCl. The resulting mixture was stirred cold for 3.5 h, quenched with 100 mL of 0.5 N KHSO4, then extracted with 200 mL of ether. The extract was wa...